This data is from the Open Reaction Database (ORD), a public repository of structured organic reaction records. The task is: describe an organic reaction: reactants, conditions, products, and yield Reactants: C(C)(C)(C)OC(NCC1=CC=C(C=C1)Br)=O ((4-bromo-benzyl)-carbamic acid tert-butyl ester), [H-].[Na+] (sodium hydride), BrCCCF (1-bromo-3-fluoropropane). Solvent: CN(C)C=O (DMF). Reaction conditions: temperature 55 celsius, time 24 hour. The product is C(C)(C)(C)OC(N(CCCF)CC1=CC=C(C=C1)Br)=O ((4-bromo-benzyl)-(3-fluoro-propyl)-carbamic acid tert-butyl ester). The yield is 45.6%. Reaction SMILES: [C:1]([O:5][C:6](=[O:16])[NH:7][CH2:8][C:9]1[CH:14]=[CH:13][C:12]([Br:15])=[CH:11][CH:10]=1)([CH3:4])([CH3:3])[CH3:2].[H-].[Na+].Br[CH2:20][CH2:21][CH2:22][F:23]>CN(C=O)C>[C:1]([O:5][C:6](=[O:16])[N:7]([CH2:8][C:9]1[CH:10]=[CH:11][C:12]([Br:15])=[CH:13][CH:14]=1)[CH2:20][CH2:21][CH2:22][F:23])([CH3:4])([CH3:2])[CH3:3] |f:1.2|. Procedure: To a solution of 117 (286 mg, 1.0 mmol) in anhydrous DMF (3.0 mL) was added sodium hydride (NaH, 60% oil dispersion, 48.0 mg, 1.2 mmol, 1.2 equiv) at 0° C. The resulting mixture was stirred at 0° C. for 30 min before 1-bromo-3-fluoropropane 118 (170 mg, 1.2 mmol, 1.2 equiv) was added. The reaction mixture was subsequently warmed to 50-60° C. and stirred for 24 hours. The reaction mixture was then quenched with water (10 mL), and the resulting aqueous solution was extracted with EtOAc (2×20 mL). ...